Task: describe an organic reaction: reactants, conditions, products, and yield. Dataset: the Open Reaction Database (ORD), a public repository of structured organic reaction records Reactants: CNCC1=CC=CC=C1 (N-methylbenzylamine), C(C=C)(=O)OC (methyl acrilate). Solvent: CO (methanol). Yields the product CN(CC1=CC=CC=C1)CCC(=O)OC (methyl 3-(N-methyl-N-benzylamino)propanoate). The yield is 100.0%. Reaction SMILES: [CH3:1][NH:2][CH2:3][C:4]1[CH:9]=[CH:8][CH:7]=[CH:6][CH:5]=1.[C:10]([O:14][CH3:15])(=[O:13])[CH:11]=[CH2:12]>CO>[CH3:1][N:2]([CH2:12][CH2:11][C:10]([O:14][CH3:15])=[O:13])[CH2:3][C:4]1[CH:9]=[CH:8][CH:7]=[CH:6][CH:5]=1. Procedure details: A! Using N-methylbenzylamine (53 ml, 0.41 mole) and methyl acrilate (184 ml, 2.05 mole) in 430 ml of methanol, according to the procedure of Example 15,A!, there were obtained 85 g (quantitative yield) of methyl 3-(N-methyl-N-benzylamino)propanoate which was used as such in the next step. Reactants: C(=S)(N1C=NC=C1)N1C=NC=C1 (1,1′-thiocarbonyldiimidazole), N1CCOCC1 (morpholine). Run in C1CCOC1 (THF). Reaction conditions: time 72 hour. Yields the product N1(CCOCC1)C(N)=S (Morpholine-4-carbothioamide). Yield: 28.1%. As a reaction SMILES: [C:1]([N:8]1[CH:12]=[CH:11]N=[CH:9]1)([N:3]1C=CN=C1)=[S:2].N1CC[O:16][CH2:15]C1>C1COCC1>[N:8]1([C:1](=[S:2])[NH2:3])[CH2:12][CH2:11][O:16][CH2:15][CH2:9]1. Procedure: To a stirred solution of 1,1′-thiocarbonyldiimidazole (10.0 g, 56.1 mmol) in THF (150 mL) was added morpholine (4.2 g, 4.2 mL, 48.7 mmol). The reaction mixture was then stirred for 72 h at r.t. before it was concentrated in vacuo to 30 mL and NH3 (60.0 mL, 2.0M in MeOH) was added. The reaction mixture was stirred at r.t. in a sealed flask for 18 h, filtered and the resultant solid washed with Et2O to give the title compound (2.0 g, 28%) as a white solid that was used without further purification...